Dataset: the Open Reaction Database (ORD), a public repository of structured organic reaction records. Task: describe an organic reaction: reactants, conditions, products, and yield Reactants: C([O-])(O)=O.[Na+] (sodium bicarbonate), ClC=1C=C(CBr)C=CC1Cl (3,4-dichlorobenzyl bromide), C([O-])([O-])=O.[K+].[K+] (potassium carbonate), COC([C@H](CC1=CC=C(C=C1)C1=CC=C(C=C1)C#N)NC(=O)[C@H]1N(CC=2C=C3O[C@H](C(N(C3=CC2C1)C)=O)C1=CC=C(C=C1)O)[C@H](CC)C1=CC=CC=C1)=O ((S)-3-(4′-Cyano-biphenyl-4-yl)-2-{[(3S,7S)-3-(4-hydroxy-phenyl)-1-methyl-2-oxo-6-((R)-1-phenyl-propyl)-2,3,5,6,7,8-hexahydro-1H-4-oxa-1,6-diaza-anthracene-7-carbonyl]-amino}-propionic acid methyl ester). The solvent is CN(C)C=O (DMF). Conditions: time 6 hour. The product is COC([C@H](CC1=CC=C(C=C1)C1=CC=C(C=C1)C#N)NC(=O)[C@H]1N(CC=2C=C3O[C@H](C(N(C3=CC2C1)C)=O)C1=CC=C(C=C1)OCC1=CC(=C(C=C1)Cl)Cl)[C@H](CC)C1=CC=CC=C1)=O ((S)-3-(4′-Cyano-biphenyl-4-yl)-2-{[(3S,7S)-3-[4-(3,4-dichloro-benzyloxy)-phenyl]-1-methyl-2-oxo-6-((R)-1-phenyl-propyl)-2,3,5,6,7,8-hexahydro-1H-4-oxa-1,6-diaza-anthracene-7-carbonyl]-amino}-propionic acid methyl ester). RXN SMILES: [CH3:1][O:2][C:3](=[O:55])[C@@H:4]([NH:20][C:21]([C@@H:23]1[CH2:36][C:35]2[CH:34]=[C:33]3[C:28]([O:29][C@@H:30]([C:39]4[CH:44]=[CH:43][C:42]([OH:45])=[CH:41][CH:40]=4)[C:31](=[O:38])[N:32]3[CH3:37])=[CH:27][C:26]=2[CH2:25][N:24]1[C@@H:46]([C:49]1[CH:54]=[CH:53][CH:52]=[CH:51][CH:50]=1)[CH2:47][CH3:48])=[O:22])[CH2:5][C:6]1[CH:11]=[CH:10][C:9]([C:12]2[CH:17]=[CH:16][C:15]([C:18]#[N:19])=[CH:14][CH:13]=2)=[CH:8][CH:7]=1.[Cl:56][C:57]1[CH:58]=[C:59]([CH:62]=[CH:63][C:64]=1[Cl:65])[CH2:60]Br.C(=O)([O-])[O-].[K+].[K+].C(=O)(O)[O-].[Na+]>CN(C=O)C>[CH3:1][O:2][C:3](=[O:55])[C@@H:4]([NH:20][C:21]([C@@H:23]1[CH2:36][C:35]2[CH:34]=[C:33]3[C:28]([O:29][C@@H:30]([C:39]4[CH:40]=[CH:41][C:42]([O:45][CH2:60][C:59]5[CH:62]=[CH:63][C:64]([Cl:65])=[C:57]([Cl:56])[CH:58]=5)=[CH:43][CH:44]=4)[C:31](=[O:38])[N:32]3[CH3:37])=[CH:27][C:26]=2[CH2:25][N:24]1[C@@H:46]([C:49]1[CH:50]=[CH:51][CH:52]=[CH:53][CH:54]=1)[CH2:47][CH3:48])=[O:22])[CH2:5][C:6]1[CH:11]=[CH:10][C:9]([C:12]2[CH:13]=[CH:14][C:15]([C:18]#[N:19])=[CH:16][CH:17]=2)=[CH:8][CH:7]=1 |f:2.3.4,5.6|. Procedure: (S)-3-(4′-Cyano-biphenyl-4-yl)-2-{[(3S,7S)-3-(4-hydroxy-phenyl)-1-methyl-2-oxo-6-((R)-1-phenyl-propyl)-2,3,5,6,7,8-hexahydro-1H-4-oxa-1,6-diaza-anthracene-7-carbonyl]-amino}-propionic acid methyl ester (0.177 mmol) was dissolved in 2 mL of DMF and 3,4-dichlorobenzyl bromide (0.885 mmol) and potassium carbonate (0.885 mmol) were added. The mixture was stirred at room temperature for 6 hours and was poured onto ethyl acetate and saturated sodium bicarbonate. The organic layer was dried over sodium... The reactants are Cl.Cl.C(C)OC(CNCCN)=O (N-(2-aminoethyl)-glycine ethyl ester 2HCl), CC1=NN=C(S1)S(=O)(=O)Cl (5-methyl-1,3,4-thiadiazole-2-sulfonyl chloride). Product: C(C)OC(CNCCNS(=O)(=O)C=1SC(=NN1)C)=O (N-[2-(5-methyl-1,3,4-thiadiazole-2-sulfonylamino)-ethyl]-glycine ethyl ester). As a reaction SMILES: Cl.Cl.[CH2:3]([O:5][C:6](=[O:12])[CH2:7][NH:8][CH2:9][CH2:10][NH2:11])[CH3:4].[CH3:13][C:14]1[S:18][C:17]([S:19](Cl)(=[O:21])=[O:20])=[N:16][N:15]=1>>[CH2:3]([O:5][C:6](=[O:12])[CH2:7][NH:8][CH2:9][CH2:10][NH:11][S:19]([C:17]1[S:18][C:14]([CH3:13])=[N:15][N:16]=1)(=[O:21])=[O:20])[CH3:4] |f:0.1.2|. Procedure: The title compound was synthesized by the reaction of N-(2-aminoethyl)-glycine ethyl ester 2HCl with 5-methyl-1,3,4-thiadiazole-2-sulfonyl chloride as per the procedure of example 1. 1H HMR (500 MHz; DMSO-d6) δ 4.07 (q, 2H), 3.27 (s, 2H), 3.09 (t, 2H), 2.82 (s, 3H), 2.62 (t, 2H), 1.18 (t, 3H). Reaction SMILES: [CH2:1]([O:3][C:4]([C:6]1[CH:7]=[N:8][N:9]([C:11]([NH:18][C:19]2[CH:24]=[CH:23][C:22]([O:25][C:26]3[C:31]([CH3:32])=[CH:30][CH:29]=[CH:28][C:27]=3[CH3:33])=[C:21]([CH3:34])[CH:20]=2)=[N:12][C:13]([O:15]CC)=O)[CH:10]=1)=[O:5])[CH3:2].ClCCCl>[Ti](Cl)(Cl)(Cl)Cl.CCO>[CH2:1]([O:3][C:4]([C:6]1[CH:7]=[N:8][N:9]([C:11]2[NH:12][C:13](=[O:15])[C:24]3[C:19](=[CH:20][C:21]([CH3:34])=[C:22]([O:25][C:26]4[C:27]([CH3:33])=[CH:28][CH:29]=[CH:30][C:31]=4[CH3:32])[CH:23]=3)[N:18]=2)[CH:10]=1)=[O:5])[CH3:2]. Reported procedure: Titanium (IV) chloride (0.25 mL, 2.3 mmol) was added to a solution of 1-{[4-(2,6-dimethyl-phenoxy)-3-methyl-phenylamino]-ethoxycarbonylimino-methyl}-1H-pyrazole-4-carboxylic acid ethyl ester (0.97 g, 2.1 mmol) and DCE (10 mL), and the resulting mixture was heated to 90° C. for 16 h. The reaction mixture was cooled to room temperature and poured into 50 mL EtOH. The mixture was stirred for 30 min and concentrated to dryness. The solid was and purified by FCC (CH3CN/DCM, gradient 0:100 to 20:80) t... Reactants: C(C)OC(=O)C=1C=NN(C1)C(=NC(=O)OCC)NC1=CC(=C(C=C1)OC1=C(C=CC=C1C)C)C (1-{[4-(2,6-dimethyl-phenoxy)-3-methyl-phenylamino]-ethoxycarbonylimino-methyl}-1H-pyrazole-4-carboxylic acid ethyl ester), ClCCCl (DCE). Yields the product C(C)OC(=O)C=1C=NN(C1)C1=NC2=CC(=C(C=C2C(N1)=O)OC1=C(C=CC=C1C)C)C (1-[6-(2,6-dimethyl-phenoxy)-7-methyl-4-oxo-3,4-dihydro-quinazolin-2-yl]-1H-pyrazole-4-carboxylic acid ethyl ester). Isolated yield 31.9%. Run in CCO (EtOH). Reagents/catalysts: [Ti](Cl)(Cl)(Cl)Cl (Titanium (IV) chloride). Run at temperature 90 celsius, time 30 minute.